This data is from the Open Reaction Database (ORD), a public repository of structured organic reaction records. The task is: describe an organic reaction: reactants, conditions, products, and yield The yield is 72.0%. The reactants are C(C)(=O)OCC1=C(C(OC(O1)(C)C)=O)C1=CC=CC=C1 (6-acetyloxymethyl-2,2-dimethyl-5-phenyl-2H,4H-1,3-dioxin-4-one), C=NC(C)(C1=CC=CC=C1)C (N-methylene-1-methyl-1-phenylethylamine). Run in C=1(C(=CC=CC1)C)C (xylene). RXN SMILES: [C:1]([O:4][CH2:5][C:6]1[O:11][C:10](C)(C)O[C:8](=[O:14])[C:7]=1[C:15]1[CH:20]=[CH:19][CH:18]=[CH:17][CH:16]=1)(=[O:3])[CH3:2].C=[N:22][C:23]([CH3:31])([C:25]1[CH:30]=[CH:29][CH:28]=[CH:27][CH:26]=1)[CH3:24]>C1(C)C(C)=CC=CC=1>[C:1]([O:4][CH2:5][C:6]1[O:11][CH2:10][N:22]([C:23]([CH3:31])([C:25]2[CH:30]=[CH:29][CH:28]=[CH:27][CH:26]=2)[CH3:24])[C:8](=[O:14])[C:7]=1[C:15]1[CH:20]=[CH:19][CH:18]=[CH:17][CH:16]=1)(=[O:3])[CH3:2]. Procedure: A mixture of 6-acetyloxymethyl-2,2-dimethyl-5-phenyl-2H,4H-1,3-dioxin-4-one (Compound No. 241, 5.0 g) and N-methylene-1-methyl-1-phenylethylamine (2.9 g) was dissolved in xylene (40 ml) and allowed to react by refluxing for 30 minutes. The reaction mixture was purified by silica gel chromatography to afford the captioned compound (yield 72%). Product: C(C)(=O)OCC1=C(C(N(CO1)C(C)(C1=CC=CC=C1)C)=O)C1=CC=CC=C1 (6-acetyloxymethyl-3-(1-methyl-1-phenylethyl)-5-phenyl-2,3-dihydro4H-1,3-oxazin-4-one). Reactants: Compound II, ClC1=CC=C(CNC(=O)NN(C)CC(=O)O)C=C1 (2-(2-(4-chlorobenzylcarbamoyl)-1-methylhydrazinyl)acetic acid), N[C@H](C(=O)N(CC1=CC=CC2=CC=CC=C12)[C@H](C(OCC)OCC)C)CC1=CC=C(C=C1)OC(C)(C)C ((S)-2-amino-3-(4-tert-butoxyphenyl)-N—((S)-1,1-diethoxy-propan-2-yl)-N-(naphthalen-1-ylmethyl)propanamide). Yields the product ClC1=CC=C(CNC(NN(C)CC(=O)N[C@H](C(=O)N(CC2=CC=CC3=CC=CC=C23)[C@H](C(OCC)OCC)C)CC2=CC=C(C=C2)OC(C)(C)C)=O)C=C1 (4-(4-chlorobenzyl)-1-(2-((S)-3-(4-tert-butoxyphenyl)-1-(((S)-1,1-diethoxy-propan-2-yl)(naphthalen-1-ylmethyl)amino)-1-oxopropan-2-ylamino)-2-oxoethyl)-1-methylsemicarbazide). As a reaction SMILES: [Cl:1][C:2]1[CH:18]=[CH:17][C:5]([CH2:6][NH:7][C:8]([NH:10][N:11]([CH2:13][C:14]([OH:16])=O)[CH3:12])=[O:9])=[CH:4][CH:3]=1.[NH2:19][C@@H:20]([CH2:44][C:45]1[CH:50]=[CH:49][C:48]([O:51][C:52]([CH3:55])([CH3:54])[CH3:53])=[CH:47][CH:46]=1)[C:21]([N:23]([C@@H:35]([CH3:43])[CH:36]([O:40][CH2:41][CH3:42])[O:37][CH2:38][CH3:39])[CH2:24][C:25]1[C:34]2[C:29](=[CH:30][CH:31]=[CH:32][CH:33]=2)[CH:28]=[CH:27][CH:26]=1)=[O:22]>>[Cl:1][C:2]1[CH:3]=[CH:4][C:5]([CH2:6][NH:7][C:8](=[O:9])[NH:10][N:11]([CH2:13][C:14]([NH:19][C@@H:20]([CH2:44][C:45]2[CH:50]=[CH:49][C:48]([O:51][C:52]([CH3:55])([CH3:54])[CH3:53])=[CH:47][CH:46]=2)[C:21]([N:23]([C@@H:35]([CH3:43])[CH:36]([O:40][CH2:41][CH3:42])[O:37][CH2:38][CH3:39])[CH2:24][C:25]2[C:34]3[C:29](=[CH:30][CH:31]=[CH:32][CH:33]=3)[CH:28]=[CH:27][CH:26]=2)=[O:22])=[O:16])[CH3:12])=[CH:17][CH:18]=1. Reported procedure: According to the procedure described in the synthesis method of Compound II-15, 2-(2-(4-chlorobenzylcarbamoyl)-1-methylhydrazinyl)acetic acid (Compound VI-7) 80 mg (0.30 mmol) was coupled with (S)-2-amino-3-(4-tert-butoxyphenyl)-N—((S)-1,1-diethoxy-propan-2-yl)-N-(naphthalen-1-ylmethyl)propanamide (Compound IV-2) 100 mg (0.20 mmol) to obtain the title compound. The reactants are Cl.Cl.FC(CN)(CN)F (2,2-difluoro-1,3-propandiamine dihydrochloride), Cl.NC(=N)N (guanidine hydrochloride), C[O-].[Na+] (sodium methylate). Reaction conditions: temperature 150 celsius. Product: FC1(CN=C(NC1)N)F (5,5-Difluoro-1,4,5,6-tetrahydro-2-pyrimidinamine). As a reaction SMILES: Cl.Cl.[F:3][C:4]([F:9])([CH2:7][NH2:8])[CH2:5][NH2:6].Cl.[NH2:11][C:12](N)=N.C[O-].[Na+]>>[F:3][C:4]1([F:9])[CH2:7][NH:8][C:12]([NH2:11])=[N:6][CH2:5]1 |f:0.1.2,3.4,5.6|. Procedure: A mixture of 2.95 g (16.12 mmol) of 2,2-difluoro-1,3-propandiamine dihydrochloride (Tetrahedron (1994) 50(29), 8617-8632), 1.54 g (16.12 mmol) of guanidine hydrochloride and 2.19 g (32.23 mmol) of sodium methylate was heated at 150° C. during 18 h. The cooled mixture was used as such in the subsequent step. Product: NC=1OC[C@]2(N1)C1=CC(=CC=C1OC1=NC=C(C=C12)C#CC(C)(O)C)C1=CC=CC=C1 ((S)-4-(2′-amino-7-phenyl-5′H-spiro[chromeno[2,3-b]pyridine-5,4′-oxazole]-3-yl)-2-methylbut-3-yn-2-ol). RXN SMILES: FC(F)(F)S(O[C:7]1[CH:8]=[C:9]2[C@@:20]3([CH2:24][O:23][C:22]([NH2:25])=[N:21]3)[C:19]3[C:14](=[N:15][CH:16]=[C:17]([C:26]#[C:27][C:28]([OH:31])([CH3:30])[CH3:29])[CH:18]=3)[O:13][C:10]2=[CH:11][CH:12]=1)(=O)=O.[C:34]1(B(O)O)[CH:39]=[CH:38][CH:37]=[CH:36][CH:35]=1.C(=O)([O-])[O-].[K+].[K+]>C1C=CC([P]([Pd]([P](C2C=CC=CC=2)(C2C=CC=CC=2)C2C=CC=CC=2)([P](C2C=CC=CC=2)(C2C=CC=CC=2)C2C=CC=CC=2)[P](C2C=CC=CC=2)(C2C=CC=CC=2)C2C=CC=CC=2)(C2C=CC=CC=2)C2C=CC=CC=2)=CC=1>[NH2:25][C:22]1[O:23][CH2:24][C@:20]2([C:19]3[C:14](=[N:15][CH:16]=[C:17]([C:26]#[C:27][C:28]([CH3:30])([OH:31])[CH3:29])[CH:18]=3)[O:13][C:10]3[C:9]2=[CH:8][C:7]([C:34]2[CH:39]=[CH:38][CH:37]=[CH:36][CH:35]=2)=[CH:12][CH:11]=3)[N:21]=1 |f:2.3.4,^1:52,54,73,92|. Reagents/catalysts: C=1C=CC(=CC1)[P](C=2C=CC=CC2)(C=3C=CC=CC3)[Pd]([P](C=4C=CC=CC4)(C=5C=CC=CC5)C=6C=CC=CC6)([P](C=7C=CC=CC7)(C=8C=CC=CC8)C=9C=CC=CC9)[P](C=1C=CC=CC1)(C=1C=CC=CC1)C=1C=CC=CC1 (tetrakis(triphenylphosphine)palladium). Reactants: FC(S(=O)(=O)OC=1C=C2C(=CC1)OC1=NC=C(C=C1[C@@]21N=C(OC1)N)C#CC(C)(C)O)(F)F ((S)-2′-amino-3-(3-hydroxy-3-methylbut-1-ynyl)-5′H-spiro[chromeno[2,3-b]pyridine-5,4′-oxazole]-7-yl trifluoromethanesulfonate), C1(=CC=CC=C1)B(O)O (phenylboronic acid), C([O-])([O-])=O.[K+].[K+] (potassium carbonate). Procedure: A 0.5-2 mL vial was charged with (S)-2′-amino-3-(3-hydroxy-3-methylbut-1-ynyl)-5′H-spiro[chromeno[2,3-b]pyridine-5,4′-oxazole]-7-yl trifluoromethanesulfonate (72.4 mg, 0.150 mmol), phenylboronic acid (54.8 mg, 0.449 mmol), potassium carbonate (103 mg, 0.748 mmol), and tetrakis(triphenylphosphine)palladium (8.64 mg, 7.48 μmol). The vial was purged with Ar(g), then Dioxane (748 μL) and water (0.37 mL) were added in sequence. The vial was sealed and placed in a 90° C. oil bath for 1 hour. The mixtu... The reactants are O=C(Cl)Oc1ccccc1, CO, N, OCc1csc2cncn12, c1ccncc1. Yields the product NC(=O)OCc1csc2cncn12. As a reaction SMILES: [C:11]([Cl:12])([O:13][c:14]1[cH:15][cH:16][cH:17][cH:18][cH:20]1)=[O:19].[CH3:21][OH:22].[NH3:23].[OH:1][CH2:2][c:3]1[n:4]2[c:5]([s:6][cH:7]1)[cH:8][n:9][cH:10]2.[cH:24]1[cH:25][cH:26][n:27][cH:28][cH:29]1>>[O:1]([CH2:2][c:3]1[n:4]2[c:5]([s:6][cH:7]1)[cH:8][n:9][cH:10]2)[C:11](=[O:19])[NH2:23]. Starting materials: ClC1=CC=C(C=C1)S(=O)(=O)NC(C(=O)NCCCCCC(=O)OC)CO ((RS)-2-(4-chlorobenzenesulfonylamino)-3-hydroxy-N-(5-methoxycarbonylpentyl)propanamide), S(=O)(=O)(C)Cl (mesyl chloride). Product: ClC1=CC=C(C=C1)S(=O)(=O)NC(C(=O)NCCCCCC(=O)OC)COS(=O)(=O)C ((RS)-2-(4-chlorobenzenesulfonylamino)-3-methanesulfonyloxy-N-(5-methoxycarbonylpentyl)propanamide). As a reaction SMILES: [Cl:1][C:2]1[CH:7]=[CH:6][C:5]([S:8]([NH:11][CH:12]([CH2:25][OH:26])[C:13]([NH:15][CH2:16][CH2:17][CH2:18][CH2:19][CH2:20][C:21]([O:23][CH3:24])=[O:22])=[O:14])(=[O:10])=[O:9])=[CH:4][CH:3]=1.[S:27](Cl)([CH3:30])(=[O:29])=[O:28]>>[Cl:1][C:2]1[CH:7]=[CH:6][C:5]([S:8]([NH:11][CH:12]([CH2:25][O:26][S:27]([CH3:30])(=[O:29])=[O:28])[C:13]([NH:15][CH2:16][CH2:17][CH2:18][CH2:19][CH2:20][C:21]([O:23][CH3:24])=[O:22])=[O:14])(=[O:10])=[O:9])=[CH:4][CH:3]=1. Reported procedure: The procedure described in Example 65 was repeated, except that (RS)-2-(4-chlorobenzenesulfonylamino)-3-hydroxy-N-(5-methoxycarbonylpentyl)propanamide (507 mg) was reacted with mesyl chloride to obtain (RS)-2-(4-chlorobenzenesulfonylamino)-3-methanesulfonyloxy-N-(5-methoxycarbonylpentyl)propanamide (483.5 mg). Starting materials: CCC(C)C(NC(=O)OCc1ccccc1)C(=O)O, ClCCl, OC1CCCC1. The product is CCC(C)C(NC(=O)OCc1ccccc1)C(=O)OC1CCCC1. As a reaction SMILES: [CH2:1]([c:2]1[cH:3][cH:4][cH:5][cH:6][cH:7]1)[O:8][C:9](=[O:10])[NH:11][CH:12]([CH:13]([CH3:14])[CH2:15][CH3:16])[C:17](=[O:18])[OH:19].[Cl:26][CH2:27][Cl:28].[OH:20][CH:21]1[CH2:22][CH2:23][CH2:24][CH2:25]1>>[CH2:1]([c:2]1[cH:3][cH:4][cH:5][cH:6][cH:7]1)[O:8][C:9](=[O:10])[NH:11][CH:12]([CH:13]([CH3:14])[CH2:15][CH3:16])[C:17]([O:18][CH:21]1[CH2:22][CH2:23][CH2:24][CH2:25]1)=[O:19].